The task is: describe an organic reaction: reactants, conditions, products, and yield. This data is from the Open Reaction Database (ORD), a public repository of structured organic reaction records. Starting materials: COc1cccc2c1OCc1ccccc1C2=Cc1cccc(N)c1, CS(=O)(=O)Cl, Cc1ccccc1. The product is COc1cccc2c1OCc1ccccc1C2=Cc1cccc(NS(C)(=O)=O)c1. Reaction SMILES: [CH3:1][O:2][c:3]1[cH:4][cH:5][cH:6][c:7]2[c:8]1[O:9][CH2:10][c:11]1[c:12]([cH:22][cH:23][cH:24][cH:25]1)[C:13]2=[CH:14][c:15]1[cH:16][c:17]([NH2:21])[cH:18][cH:19][cH:20]1.[CH3:26][S:27]([Cl:28])(=[O:29])=[O:30].[CH3:31][c:32]1[cH:33][cH:34][cH:35][cH:36][cH:37]1>>[CH3:1][O:2][c:3]1[cH:4][cH:5][cH:6][c:7]2[c:8]1[O:9][CH2:10][c:11]1[c:12]([cH:22][cH:23][cH:24][cH:25]1)[C:13]2=[CH:14][c:15]1[cH:16][c:17]([NH:21][S:27]([CH3:26])(=[O:29])=[O:30])[cH:18][cH:19][cH:20]1. Starting materials: C1CCNCC1, CN(C)C=O, [Cl-], O=C1C(=Cc2cccc([N+](=O)[O-])c2)CCc2ccccc21, N#CCC#N, [Na+]. The product is COc1ccc2c(c1)C(=O)C(=Cc1cccc([N+](=O)[O-])c1)CC2. As a reaction SMILES: [CH2:27]1[CH2:28][CH2:29][NH:30][CH2:31][CH2:32]1.[CH3:35][N:36]([CH:37]=[O:38])[CH3:39].[Cl-:34].[N+:1](=[O:2])([O-:3])[c:4]1[cH:5][c:6]([CH:7]=[C:8]2[C:9](=[O:18])[c:10]3[cH:11][cH:12][cH:13][cH:14][c:15]3[CH2:16][CH2:17]2)[cH:19][cH:20][cH:21]1.[N:22]#[C:23][CH2:24][C:25]#[N:26].[Na+:33]>>[N+:1](=[O:2])([O-:3])[c:4]1[cH:5][c:6]([CH:7]=[C:8]2[C:9](=[O:18])[c:10]3[cH:11][c:12]([O:38][CH3:37])[cH:13][cH:14][c:15]3[CH2:16][CH2:17]2)[cH:19][cH:20][cH:21]1.